From a dataset of the Open Reaction Database (ORD), a public repository of structured organic reaction records. describe an organic reaction: reactants, conditions, products, and yield Starting materials: ClC1=NC2=CC(=CC(=C2C(=C1C)Cl)F)F (2,4-dichloro-5,7-difluoro-3-methylquinoline), C([O-])([O-])=O.[K+].[K+] (potassium carbonate), C(C)OC1=CC=C(C=N1)B(O)O (6-ethoxypyridin-3-ylboronic acid), palladium tetrakistriphenylphosphine. Solvent: C1(=CC=CC=C1)C (toluene). The product is ClC1=C(C(=NC2=CC(=CC(=C12)F)F)C=1C=NC(=CC1)OCC)C (4-chloro-2-(6-ethoxypyridin-3-yl)-5,7-difluoro-3-methylquinoline). As a reaction SMILES: Cl[C:2]1[C:11]([CH3:12])=[C:10]([Cl:13])[C:9]2[C:4](=[CH:5][C:6]([F:15])=[CH:7][C:8]=2[F:14])[N:3]=1.[CH2:16]([O:18][C:19]1[N:24]=[CH:23][C:22](B(O)O)=[CH:21][CH:20]=1)[CH3:17].C(=O)([O-])[O-].[K+].[K+]>C1(C)C=CC=CC=1>[Cl:13][C:10]1[C:9]2[C:4](=[CH:5][C:6]([F:15])=[CH:7][C:8]=2[F:14])[N:3]=[C:2]([C:22]2[CH:23]=[N:24][C:19]([O:18][CH2:16][CH3:17])=[CH:20][CH:21]=2)[C:11]=1[CH3:12] |f:2.3.4|. Reported procedure: The Suzuki coupled product was prepared according to Procedure F using 2,4-dichloro-5,7-difluoro-3-methylquinoline (0.50 g, 2.02 mmol), 6-ethoxypyridin-3-ylboronic acid (0.337 g, 2.02 mmol), palladium tetrakistriphenylphosphine (0.23 g, 0.20 mmol), potassium carbonate (0.56 g, 4.03 mmol) in toluene (4 mL) at 100° C. for 18 h to give 4-chloro-2-(6-ethoxypyridin-3-yl)-5,7-difluoro-3-methylquinoline as a white solid. Mass Spectrum (ESI) m/e=335.0 (M+1). Reactants: CC(C(=O)O)c1ccc(CC2(C#N)CSCC2=O)cc1, C1COCCO1, O=S(=O)(O)O. Product: CC(C(=O)O)c1ccc(CC2CSCC2=O)cc1. RXN SMILES: [C:1](#[N:2])[C:3]1([CH2:9][c:10]2[cH:11][cH:12][c:13]([CH:16]([C:17](=[O:18])[OH:19])[CH3:20])[cH:14][cH:15]2)[CH2:4][S:5][CH2:6][C:7]1=[O:8].[CH2:26]1[O:27][CH2:28][CH2:29][O:30][CH2:31]1.[S:21](=[O:22])(=[O:23])([OH:24])[OH:25]>>[CH:3]1([CH2:9][c:10]2[cH:11][cH:12][c:13]([CH:16]([C:17](=[O:18])[OH:19])[CH3:20])[cH:14][cH:15]2)[CH2:4][S:5][CH2:6][C:7]1=[O:8]. The reactants are ClC1=NC=CC(=N1)C=1C=C(C=O)C=CC1 (3-(2-Chloro-pyrimidin-4-yl)-benzaldehyde), C(C)(C)(C)OC(=O)N1CC(CCC1)N (3-Amino-piperidine-1-carboxylic acid tert-butyl ester), 389. The product is C(C)(C)(C)OC(=O)N1CC(CC1)NCC1=CC(=CC=C1)C1=NC(=NC=C1)Cl (3-[3-(2-Chloro-pyrimidin-4-yl)-benzylamino]-pyrrolidine-1-carboxylic acid tert-butyl ester). As a reaction SMILES: [Cl:1][C:2]1[N:7]=[C:6]([C:8]2[CH:9]=[C:10]([CH:13]=[CH:14][CH:15]=2)[CH:11]=O)[CH:5]=[CH:4][N:3]=1.[C:16]([O:20][C:21]([N:23]1[CH2:28][CH2:27]C[CH:25]([NH2:29])[CH2:24]1)=[O:22])([CH3:19])([CH3:18])[CH3:17]>>[C:16]([O:20][C:21]([N:23]1[CH2:28][CH2:27][CH:25]([NH:29][CH2:11][C:10]2[CH:13]=[CH:14][CH:15]=[C:8]([C:6]3[CH:5]=[CH:4][N:3]=[C:2]([Cl:1])[N:7]=3)[CH:9]=2)[CH2:24]1)=[O:22])([CH3:17])([CH3:18])[CH3:19]. Reported procedure: Intermediate 1 was coupled with 3-Amino-piperidine-1-carboxylic acid tert-butyl ester following procedure B. LC-MS showed the product had the expected M+H+ of 389.